From a dataset of the Open Reaction Database (ORD), a public repository of structured organic reaction records. describe an organic reaction: reactants, conditions, products, and yield Reactants: CC(C)(C)OC(=O)c1ccc(N2CC3CC2CN3c2cccc(C#N)c2)cc1, Cl, C[N+](=O)[O-]. The product is N#Cc1cccc(N2CC3CC2CN3c2ccc(C(=O)O)cc2)c1. RXN SMILES: [C:2](#[N:3])[c:4]1[cH:5][c:6]([N:10]2[CH:11]3[CH2:12][N:13]([c:17]4[cH:18][cH:19][c:20]([C:21](=[O:22])[O:23][C:24]([CH3:25])([CH3:26])[CH3:27])[cH:28][cH:29]4)[CH:14]([CH2:15]2)[CH2:16]3)[cH:7][cH:8][cH:9]1.[ClH:1].[N+:30]([CH3:31])([O-:32])=[O:33]>>[C:2](#[N:3])[c:4]1[cH:5][c:6]([N:10]2[CH:11]3[CH2:12][N:13]([c:17]4[cH:18][cH:19][c:20]([C:21](=[O:22])[OH:23])[cH:28][cH:29]4)[CH:14]([CH2:15]2)[CH2:16]3)[cH:7][cH:8][cH:9]1. Procedure details: The product was obtained starting from 3-((E)-3-Dimethylamino-acryloyl)-1-(3-trifluoromethyl-phenyl)-1H-pyridazin-4-one (A-3) and phenylhydrazine according to the method described for Example 1 in 10% yield. MS: M=383.4 (M+H)+ Yields the product C1(=CC=CC=C1)N1N=CC=C1C1=NN(C=CC1=O)C1=CC(=CC=C1)C(F)(F)F (3-(2-Phenyl-2H-pyrazol-3-yl)-1-(3-trifluoromethyl-phenyl)-1H-pyridazin-4-one). Reactants: CN(/C=C/C(=O)C1=NN(C=CC1=O)C1=CC(=CC=C1)C(F)(F)F)C (3-((E)-3-Dimethylamino-acryloyl)-1-(3-trifluoromethyl-phenyl)-1H-pyridazin-4-one), C1(=CC=CC=C1)NN (phenylhydrazine). The yield is 10.0%. Reaction SMILES: C[N:2](C)/[CH:3]=[CH:4]/[C:5]([C:7]1[C:12](=[O:13])[CH:11]=[CH:10][N:9]([C:14]2[CH:19]=[CH:18][CH:17]=[C:16]([C:20]([F:23])([F:22])[F:21])[CH:15]=2)[N:8]=1)=O.[C:25]1([NH:31]N)[CH:30]=[CH:29][CH:28]=[CH:27][CH:26]=1>>[C:25]1([N:31]2[C:5]([C:7]3[C:12](=[O:13])[CH:11]=[CH:10][N:9]([C:14]4[CH:19]=[CH:18][CH:17]=[C:16]([C:20]([F:23])([F:22])[F:21])[CH:15]=4)[N:8]=3)=[CH:4][CH:3]=[N:2]2)[CH:30]=[CH:29][CH:28]=[CH:27][CH:26]=1. The reactants are C1=CCCCC1, CCO, Cc1ccc(N2CCN(C)CC2)cc1[N+](=O)[O-]. The product is Cc1ccc(N2CCN(C)CC2)cc1N. As a reaction SMILES: [CH2:21]1[CH2:22][CH:23]=[CH:24][CH2:25][CH2:26]1.[CH3:18][CH2:19][OH:20].[CH3:1][N:2]1[CH2:3][CH2:4][N:5]([c:8]2[cH:9][c:10]([N+:15]([O-:16])=[O:17])[c:11]([CH3:14])[cH:12][cH:13]2)[CH2:6][CH2:7]1>>[CH3:1][N:2]1[CH2:3][CH2:4][N:5]([c:8]2[cH:9][c:10]([NH2:15])[c:11]([CH3:14])[cH:12][cH:13]2)[CH2:6][CH2:7]1. Reactants: CCCCCCn1c(=O)c(C(=O)OCC)c(O)c2cc(C)ccc21, CO, ClCCl, C=[N+]=[N-]. Yields the product CCCCCCn1c(=O)c(C(=O)OCC)c(OC)c2cc(C)ccc21. As a reaction SMILES: [CH2:1]([CH2:2][CH2:3][CH2:4][CH2:5][CH3:6])[n:7]1[c:8](=[O:24])[c:9]([C:19](=[O:20])[O:21][CH2:22][CH3:23])[c:10]([OH:18])[c:11]2[cH:12][c:13]([CH3:17])[cH:14][cH:15][c:16]12.[CH3:31][OH:32].[Cl:28][CH2:29][Cl:30].[N+:25](=[N-:26])=[CH2:27]>>[CH2:1]([CH2:2][CH2:3][CH2:4][CH2:5][CH3:6])[n:7]1[c:8](=[O:24])[c:9]([C:19](=[O:20])[O:21][CH2:22][CH3:23])[c:10]([O:18][CH3:27])[c:11]2[cH:12][c:13]([CH3:17])[cH:14][cH:15][c:16]12. The reactants are OC(=S)c1ccccc1, O=C([O-])O, Cn1cncc1CO, CCOC(C)=O, [Na+], c1ccc(P(c2ccccc2)c2ccccc2)cc1. The product is Cn1cncc1CSC(=O)c1ccccc1. Reaction SMILES: [C:28]([c:29]1[cH:30][cH:31][cH:32][cH:33][cH:34]1)(=[S:35])[OH:36].[C:37](=[O:38])([O-:39])[OH:40].[CH3:1][n:2]1[cH:3][n:4][cH:5][c:6]1[CH2:7][OH:8].[CH3:42][CH2:43][O:44][C:45](=[O:46])[CH3:47].[Na+:41].[c:9]1([P:10]([c:11]2[cH:12][cH:13][cH:14][cH:15][cH:16]2)[c:17]2[cH:18][cH:19][cH:20][cH:21][cH:22]2)[cH:23][cH:24][cH:25][cH:26][cH:27]1>>[CH3:1][n:2]1[cH:3][n:4][cH:5][c:6]1[CH2:7][S:35][C:28]([c:29]1[cH:30][cH:31][cH:32][cH:33][cH:34]1)=[O:36]. Starting materials: Cc1ccccc1, OC(c1ccccc1)c1ccccc1, OCC1CCNCC1, O, Cc1ccc(S(=O)(=O)O)cc1. The product is c1ccc(C(OCC2CCNCC2)c2ccccc2)cc1. RXN SMILES: [CH3:35][c:36]1[cH:37][cH:38][cH:39][cH:40][cH:41]1.[CH:1]([c:2]1[cH:3][cH:4][cH:5][cH:6][cH:7]1)([c:8]1[cH:9][cH:10][cH:11][cH:12][cH:13]1)[OH:14].[NH:15]1[CH2:16][CH2:17][CH:18]([CH2:21][OH:22])[CH2:19][CH2:20]1.[OH2:23].[c:24]1([CH3:25])[cH:26][cH:27][c:28]([S:29]([OH:30])(=[O:31])=[O:32])[cH:33][cH:34]1>>[CH:1]([c:2]1[cH:3][cH:4][cH:5][cH:6][cH:7]1)([c:8]1[cH:9][cH:10][cH:11][cH:12][cH:13]1)[O:14][CH2:21][CH:18]1[CH2:17][CH2:16][NH:15][CH2:20][CH2:19]1. The reactants are C[Si](C)(C)[N-][Si](C)(C)C.[Li+] (lithium bis(trimethylsilyl)amide), C(C)N(CCSCCO)CC (2-[2-(diethylamino)ethylthio]ethanol), ClCCN(P(=O)(Cl)Cl)CCCl (N,N-bis(2-chloroethyl)phosphoramidic dichloride). Solvent: O1CCCC1 (tetrahydrofuran), O1CCCC1 (tetrahydrofuran). Reaction conditions: temperature -78 celsius, time 90 minute. Yields the product ClCCN(P(OCCSCCN(CC)CC)(=O)N)CCCl (2-{[2-(diethylamino)ethyl]thio}ethyl N,N-bis(2-chloroethyl)phosphorodiamidate). Reaction SMILES: [CH2:1]([N:3]([CH2:10][CH3:11])[CH2:4][CH2:5][S:6][CH2:7][CH2:8][OH:9])[CH3:2].C[Si]([N-:16][Si](C)(C)C)(C)C.[Li+].[Cl:22][CH2:23][CH2:24][N:25]([CH2:30][CH2:31][Cl:32])[P:26](Cl)(Cl)=[O:27]>O1CCCC1>[Cl:22][CH2:23][CH2:24][N:25]([CH2:30][CH2:31][Cl:32])[P:26]([NH2:16])(=[O:27])[O:9][CH2:8][CH2:7][S:6][CH2:5][CH2:4][N:3]([CH2:1][CH3:2])[CH2:10][CH3:11] |f:1.2|. Procedure: To a solution of 2-[2-(diethylamino)ethylthio]ethanol (420 mg, 2.4 mmol) in tetrahydrofuran, cooled to −78° C., was added with stirring lithium bis(trimethylsilyl)amide (1.0M in tert-butyl methyl ether, 2.62 mL, 2.62 mmol), followed by a solution of N,N-bis(2-chloroethyl)phosphoramidic dichloride (680 mg, 2.62 mmol) in tetrahydrofuran (10 mL). The orange reaction mixture was stirred at −78° C. for 90 minutes, then allowed to warm to −20° C. and ammonia gas bubbled through it for 10 minutes. The ... The reactants are CC(C)(C(N)=O)c1ccc(CNC(=O)c2cccnc2Oc2ccc(F)cc2)c(F)c1, O=P(Cl)(Cl)Cl. The product is CC(C)(C#N)c1ccc(CNC(=O)c2cccnc2Oc2ccc(F)cc2)c(F)c1. RXN SMILES: [C:1]([NH2:2])(=[O:3])[C:4]([CH3:5])([CH3:6])[c:7]1[cH:8][c:9]([F:31])[c:10]([CH2:11][NH:12][C:13]([c:14]2[c:15]([O:20][c:21]3[cH:22][cH:23][c:24]([F:27])[cH:25][cH:26]3)[n:16][cH:17][cH:18][cH:19]2)=[O:28])[cH:29][cH:30]1.[P:32]([Cl:33])([Cl:34])([Cl:35])=[O:36]>>[C:1](#[N:2])[C:4]([CH3:5])([CH3:6])[c:7]1[cH:8][c:9]([F:31])[c:10]([CH2:11][NH:12][C:13]([c:14]2[c:15]([O:20][c:21]3[cH:22][cH:23][c:24]([F:27])[cH:25][cH:26]3)[n:16][cH:17][cH:18][cH:19]2)=[O:28])[cH:29][cH:30]1.